This data is from the Open Reaction Database (ORD), a public repository of structured organic reaction records. The task is: describe an organic reaction: reactants, conditions, products, and yield Reactants: [OH-].[K+] (potassium hydroxide), S(O)(O)(=O)=O (sulfuric acid), ( 1 ), aqueous solution, COC1=C(C=CC(=C1)[N+](=O)[O-])C1=C(N=CO1)C(=O)OCC (5-(2-methoxy-4-nitrophenyl)-4-carboethoxyoxazole). The solvent is O (water). The product is COC1=C(C=CC(=C1)[N+](=O)[O-])C1=C(N=CO1)C(=O)O (5-(2-methoxy-4-nitrophenyl)-4-oxazolecarboxylic acid). RXN SMILES: [CH3:1][O:2][C:3]1[CH:8]=[C:7]([N+:9]([O-:11])=[O:10])[CH:6]=[CH:5][C:4]=1[C:12]1[O:16][CH:15]=[N:14][C:13]=1[C:17]([O:19]CC)=[O:18].[OH-].[K+].S(=O)(=O)(O)O>O>[CH3:1][O:2][C:3]1[CH:8]=[C:7]([N+:9]([O-:11])=[O:10])[CH:6]=[CH:5][C:4]=1[C:12]1[O:16][CH:15]=[N:14][C:13]=1[C:17]([OH:19])=[O:18] |f:1.2|. Procedure: To 780 ml of water were added 15.6 g (0.053 mol) of the 5-(2-methoxy-4-nitrophenyl)-4-carboethoxyoxazole prepared in (1) above and 24.0 g (0.107 mol) of a 25% aqueous solution of potassium hydroxide, and the mixture was allowed to react at 80° C. for 1 hour. After cooling to room temperature, the reaction mixture was adjusted to pH 2 with 30% sulfuric acid. The crystals thus precipitated were collected by filtration to obtain the title compound as a wet cake weighing 41.3 g and having a water co... Reactants: C(C)C1=CC=C(C=C1)C1CC(CN(C1)C(=O)N1CCOCC1)C(=O)O (5-(4-Ethylphenyl)-1-(morpholin-4-ylcarbonyl)piperidine-3-carboxylic acid), ON=C(N)C1=NC=CN=C1 (N′-hydroxypyrazine-2-carboximidamide). Product: C(C)C1=CC=C(C=C1)C1CN(CC(C1)C1=NC(=NO1)C1=NC=CN=C1)C(=O)N1CCOCC1 (4-{[3-(4-Ethylphenyl)-5-(3-pyrazin-2-yl-1,2,4-oxadiazol-5-yl)piperidin-1-yl]carbonyl}morpholine). As a reaction SMILES: [CH2:1]([C:3]1[CH:8]=[CH:7][C:6]([CH:9]2[CH2:14][N:13]([C:15]([N:17]3[CH2:22][CH2:21][O:20][CH2:19][CH2:18]3)=[O:16])[CH2:12][CH:11]([C:23]([OH:25])=O)[CH2:10]2)=[CH:5][CH:4]=1)[CH3:2].O[N:27]=[C:28]([C:30]1[CH:35]=[N:34][CH:33]=[CH:32][N:31]=1)[NH2:29]>>[CH2:1]([C:3]1[CH:8]=[CH:7][C:6]([CH:9]2[CH2:10][CH:11]([C:23]3[O:25][N:29]=[C:28]([C:30]4[CH:35]=[N:34][CH:33]=[CH:32][N:31]=4)[N:27]=3)[CH2:12][N:13]([C:15]([N:17]3[CH2:18][CH2:19][O:20][CH2:21][CH2:22]3)=[O:16])[CH2:14]2)=[CH:5][CH:4]=1)[CH3:2]. Reported procedure: 69 mg (0.20 mmol) of 5-(4-ethylphenyl)-1-(morpholin-4-ylcarbonyl)piperidine-3-carboxylic acid (Example 38A) and 30 mg (0.22 mmol, 1.1 eq.) of N′-hydroxypyrazine-2-carboximidamide were reacted according to the General Method 1. Yield: 45 mg (50% of theory) The reactants are O=[N+]([O-])c1ccc(Br)cc1, C1CCOC1, CC(C)(C)[O-], CC(=O)O, O=S(=O)(CCl)c1ccccc1, [K+], [Na+], O=C([O-])O, O. The product is O=[N+]([O-])c1ccc(Br)cc1CS(=O)(=O)c1ccccc1. As a reaction SMILES: [Br:1][c:2]1[cH:3][cH:4][c:5]([N+:8](=[O:9])[O-:10])[cH:6][cH:7]1.[CH2:32]1[O:33][CH2:34][CH2:35][CH2:36]1.[CH3:22][C:23]([CH3:24])([O-:25])[CH3:26].[CH3:28][C:29](=[O:30])[OH:31].[Cl:11][CH2:12][S:13](=[O:14])(=[O:15])[c:16]1[cH:17][cH:18][cH:19][cH:20][cH:21]1.[K+:27].[Na+:42].[O-:38][C:39]([OH:40])=[O:41].[OH2:37]>>[Br:1][c:2]1[cH:3][cH:4][c:5]([N+:8](=[O:9])[O-:10])[c:6]([CH2:12][S:13](=[O:14])(=[O:15])[c:16]2[cH:17][cH:18][cH:19][cH:20][cH:21]2)[cH:7]1. The reactants are C(#C)C=1C=NN2C1N=C(C=C2C(F)(F)F)C2=CC=C(C=C2)C(F)(F)F (3-ethynyl-7-trifluoromethyl-5-(4-trifluoromethyl-phenyl)-pyrazolo[1,5-a]pyrimidine), BrC=1C=C(C=NC1)S(=O)(=O)N (5-bromo-pyridine-3-sulfonic acid amide). The product is FC(C1=CC(=NC=2N1N=CC2C#CC=2C=C(C=NC2)S(=O)(=O)N)C2=CC=C(C=C2)C(F)(F)F)(F)F (5-[7-Trifluoromethyl-5-(4-trifluoromethyl-phenyl)-pyrazolo[1,5-a]pyrimidin-3-ylethynyl]-pyridine-3-sulfonic acid amide), solid. Yield: 18.0%. Reaction SMILES: [C:1]([C:3]1[CH:4]=[N:5][N:6]2[C:11]([C:12]([F:15])([F:14])[F:13])=[CH:10][C:9]([C:16]3[CH:21]=[CH:20][C:19]([C:22]([F:25])([F:24])[F:23])=[CH:18][CH:17]=3)=[N:8][C:7]=12)#[CH:2].Br[C:27]1[CH:28]=[C:29]([S:33]([NH2:36])(=[O:35])=[O:34])[CH:30]=[N:31][CH:32]=1>>[F:15][C:12]([F:14])([F:13])[C:11]1[N:6]2[N:5]=[CH:4][C:3]([C:1]#[C:2][C:27]3[CH:28]=[C:29]([S:33]([NH2:36])(=[O:35])=[O:34])[CH:30]=[N:31][CH:32]=3)=[C:7]2[N:8]=[C:9]([C:16]2[CH:21]=[CH:20][C:19]([C:22]([F:25])([F:24])[F:23])=[CH:18][CH:17]=2)[CH:10]=1. Procedure details: The title compound was prepared from 3-ethynyl-7-trifluoromethyl-5-(4-trifluoromethyl-phenyl)-pyrazolo[1,5-a]pyrimidine (example C.1) (355 mg, 1.0 mmol) and 5-bromo-pyridine-3-sulfonic acid amide (example B.1) (356 mg, 1.5 mmol) according to general procedure II. Obtained as a yellow solid (90 mg, 18%). MS (ISP) 512.3 [(M+H)+]; mp 239-240° C. The reactants are O (Water), solution, [OH-].[Na+] (sodium hydroxide), Cl (hydrochloric acid), C(C(C)C)OC1=C(C(=O)C=2C=CC(=C(C(=O)NCC(=O)OCC)C2)OCC(C)C)C=CC(=C1)OCC(C)C (ethyl 2-{[5-(2,4-diisobutoxybenzoyl)-2-isobutoxybenzoyl]amino}acetate). The solvent is C(C)(=O)OCC (ethyl acetate), C(C)O (ethanol). Conditions: time 1 hour. Yields the product C(C(C)C)OC1=C(C(=O)C=2C=CC(=C(C(=O)NCC(=O)O)C2)OCC(C)C)C=CC(=C1)OCC(C)C (2-{[5-(2,4-diisobutoxybenzoyl)-2-isobutoxybenzoyl]amino}-acetic acid). The yield is 41.3%. Reaction SMILES: [CH2:1]([O:5][C:6]1[CH:33]=[C:32]([O:34][CH2:35][CH:36]([CH3:38])[CH3:37])[CH:31]=[CH:30][C:7]=1[C:8]([C:10]1[CH:11]=[CH:12][C:13]([O:25][CH2:26][CH:27]([CH3:29])[CH3:28])=[C:14]([CH:24]=1)[C:15]([NH:17][CH2:18][C:19]([O:21]CC)=[O:20])=[O:16])=[O:9])[CH:2]([CH3:4])[CH3:3].[OH-].[Na+].O.Cl>C(O)C.C(OCC)(=O)C>[CH2:1]([O:5][C:6]1[CH:33]=[C:32]([O:34][CH2:35][CH:36]([CH3:38])[CH3:37])[CH:31]=[CH:30][C:7]=1[C:8]([C:10]1[CH:11]=[CH:12][C:13]([O:25][CH2:26][CH:27]([CH3:29])[CH3:28])=[C:14]([CH:24]=1)[C:15]([NH:17][CH2:18][C:19]([OH:21])=[O:20])=[O:16])=[O:9])[CH:2]([CH3:4])[CH3:3] |f:1.2|. Procedure: In 7 ml of ethanol is dissolved 0.64 g of ethyl 2-{[5-(2,4-diisobutoxybenzoyl)-2-isobutoxybenzoyl]amino}acetate, to which is added 0.73 ml of 5 mol/L solution of sodium hydroxide. The mixture thus obtained is stirred at ambient temperature for one hour. Water and ethyl acetate are added to the reaction mixture, pH is adjusted to 2 with 6 mol/L hydrochloric acid, and the organic layer is separated. The organic layer thus obtained is washed with water and saturated aqueous solution of sodium chlor... Starting materials: FC1=CC=C(C=C1)C(CN)(N)C1=CC=C(C=C1)F (1,1-bis(4-fluorophenyl)-1,2-ethane-diamine), COC(=N)C1=CC(=CC=C1)C#N (3-cyanobenzeneimidic acid methyl ester). Solvent: CO (methanol). Conditions: time 18 hour. The product is C(#N)C=1C=C(C=CC1)C=1NCC(N1)(C1=CC=C(C=C1)F)C1=CC=C(C=C1)F (2-(3-cyanophenyl)-4,4-bis(4-fluorophenyl)-2-imidazoline). Isolated yield 51.1%. Reaction SMILES: [F:1][C:2]1[CH:7]=[CH:6][C:5]([C:8]([C:12]2[CH:17]=[CH:16][C:15]([F:18])=[CH:14][CH:13]=2)([NH2:11])[CH2:9][NH2:10])=[CH:4][CH:3]=1.CO[C:21]([C:23]1[CH:28]=[CH:27][CH:26]=[C:25]([C:29]#N)[CH:24]=1)=[NH:22]>CO>[C:21]([C:23]1[CH:24]=[C:25]([C:29]2[NH:10][CH2:9][C:8]([C:12]3[CH:13]=[CH:14][C:15]([F:18])=[CH:16][CH:17]=3)([C:5]3[CH:4]=[CH:3][C:2]([F:1])=[CH:7][CH:6]=3)[N:11]=2)[CH:26]=[CH:27][CH:28]=1)#[N:22]. Procedure: To a solution of 1,1-bis(4-fluorophenyl)-1,2-ethane-diamine (500 mg) in methanol (10 mL) was added 3-cyanobenzeneimidic acid methyl ester (792 mg), and the mixture was stirred at room temperature for 18 hrs. After concentrating the reaction mixture, the residue was dissolved in ethyl acetate (3 mL), washed with saturated sodium hydrogen carbonate aqueous solution and saturated sodium chloride aqueous solution in this order, and dried over anhydrous sodium sulfate. Sodium sulfate was removed by f...